From a dataset of the Open Reaction Database (ORD), a public repository of structured organic reaction records. describe an organic reaction: reactants, conditions, products, and yield Reactants: BrB(Br)Br, CNc1nc2c(OCc3ccccc3)cccc2n1C, CSC, CO, ClC(Cl)Cl, ClCCl. The product is CNc1nc2c(O)cccc2n1C. Reaction SMILES: [B:24]([Br:25])([Br:26])[Br:27].[CH2:1]([c:2]1[cH:3][cH:4][cH:5][cH:6][cH:7]1)[O:8][c:9]1[cH:10][cH:11][cH:12][c:13]2[n:14]([CH3:20])[c:15]([NH:18][CH3:19])[n:16][c:17]12.[CH3:21][S:22][CH3:23].[CH3:28][OH:29].[CH:30]([Cl:31])([Cl:32])[Cl:33].[Cl:34][CH2:35][Cl:36]>>[OH:8][c:9]1[cH:10][cH:11][cH:12][c:13]2[n:14]([CH3:20])[c:15]([NH:18][CH3:19])[n:16][c:17]12. Starting materials: CC1(CC(CCC(=C1)C)O)C (3,3,5-Trimethyl-4-cyclohepten-1-ol), [H-].[Na+] (Sodium hydride), ICC (Iodoethane). Run in C1(=CC=CC=C1)C (toluene). Reaction conditions: temperature 72 celsius. Product: C(C)OC1=CC(CC(CC1)C)(C)C (3,3,5-trimethyl-cyclohepten-1-yl ethyl ether). RXN SMILES: [H-].[Na+].[CH3:3][C:4]1([CH3:13])[CH:10]=[C:9]([CH3:11])[CH2:8][CH2:7][CH:6]([OH:12])[CH2:5]1.I[CH2:15][CH3:16]>C1(C)C=CC=CC=1>[CH2:15]([O:12][C:6]1[CH2:7][CH2:8][CH:9]([CH3:11])[CH2:10][C:4]([CH3:13])([CH3:3])[CH:5]=1)[CH3:16] |f:0.1|. Reported procedure: Sodium hydride (60% in mineral oil) (5.4 gm) was added to 60 gm toluene in a reaction flask and stirred under nitrogen. 3,3,5-Trimethyl-4-cyclohepten-1-ol (15.4 gm) was added over 10 minutes at room temperature and stirred for 25 minutes. Iodoethane (23.4 gm) was next added over five minutes. The reaction was heated to 72° C. over 1.5 hours and then four hours at 112° C. The crude oil was washed once with 50 mL saturated sodium bicarbonate solution and distilled through a short Vigreux column. A...